Dataset: the Open Reaction Database (ORD), a public repository of structured organic reaction records. Task: describe an organic reaction: reactants, conditions, products, and yield Reactants: FC(CO)(F)F (2,2,2-trifluoroethanol), O1C(OCC1)=O (1,3-dioxolan-2-one). Solvent: CCN(CC)CC (Et3N). Reaction conditions: temperature 100 celsius, time 24 hour. Product: FC(COCCO)(F)F (2-(2,2,2-trifluoroethoxy)ethanol). As a reaction SMILES: [F:1][C:2]([F:6])([F:5])[CH2:3][OH:4].[O:7]1[CH2:11][CH2:10]OC1=O>CCN(CC)CC>[F:1][C:2]([F:6])([F:5])[CH2:3][O:4][CH2:10][CH2:11][OH:7]. Procedure details: 2,2,2-trifluoroethanol (15 g), 1,3-dioxolan-2-one (19.8 g) and Et3N (15 g) were mixed together, and then the mixture was heated to 100° C. and stirred for 24 h. Then the reaction mixture was distilled to obtain intermediate BR (12.7 g). Reactants: COC(C1=C(C(C(=O)OC)=CC(=C1)O)[N+](=O)[O-])=O (dimethyl-5-hydroxy-2-nitroisophthalate), C(CCCCCCCCCCCCCCCCC)I (octadecyliodide), C(C)O (ethanol), CN(C(N(C)C)=N)C (tetramethylguanidine). Solvent: O (water). Yields the product [N+](=O)([O-])C1=C(C(=O)OC)C=C(C=C1C(=O)OC)OCCCCCCCCCCCCCCCCCC (Dimethyl 2-nitro-5-octadecyloxyisophthalate). Reaction SMILES: [CH3:1][O:2][C:3](=[O:18])[C:4]1[CH:13]=[C:12]([OH:14])[CH:11]=[C:6]([C:7]([O:9][CH3:10])=[O:8])[C:5]=1[N+:15]([O-:17])=[O:16].C(O)C.CN(C)C(=N)N(C)C.[CH2:30](I)[CH2:31][CH2:32][CH2:33][CH2:34][CH2:35][CH2:36][CH2:37][CH2:38][CH2:39][CH2:40][CH2:41][CH2:42][CH2:43][CH2:44][CH2:45][CH2:46][CH3:47]>O>[N+:15]([C:5]1[C:6]([C:7]([O:9][CH3:10])=[O:8])=[CH:11][C:12]([O:14][CH2:47][CH2:46][CH2:45][CH2:44][CH2:43][CH2:42][CH2:41][CH2:40][CH2:39][CH2:38][CH2:37][CH2:36][CH2:35][CH2:34][CH2:33][CH2:32][CH2:31][CH3:30])=[CH:13][C:4]=1[C:3]([O:2][CH3:1])=[O:18])([O-:17])=[O:16]. Procedure details: To a solution of 19.5 g. of dimethyl-5-hydroxy-2-nitroisophthalate in 150 ml. of dry ethanol are added 8.8 g. of tetramethylguanidine, followed by 29.1 g. of octadecyliodide. The mixture is refluxed for 16 hr., cooled, and poured into 700 ml. of water. The precipitate is collected and washed well with water. The dried crude product is triturated with methanol. The insoluble solid is collected, giving 32.6 g. of product, m.p. 65°-68° C., which is used without further purification. Reactants: ClC=1C=C2C=3C(CCCC3NC2=CC1)=O (6-chloro-4-oxo-1,2,3,4-tetrahydrocarbazole), [H-].[Na+] (NaH), C1(=CC=CC=C1)S(=O)(=O)Cl (phenylsulfonyl chloride). Solvent: C1CCOC1 (THF). Run at time 30 minute. Product: ClC=1C=C2C=3C(CCC(C3NC2=CC1)S(=O)(=O)C1=CC=CC=C1)=O (6-chloro-1-(phenylsulfonyl)-4-oxo-1,2,3,4-tetrahydrocarbazole). RXN SMILES: [Cl:1][C:2]1[CH:3]=[C:4]2[C:12](=[CH:13][CH:14]=1)[NH:11][C:10]1[CH2:9][CH2:8][CH2:7][C:6](=[O:15])[C:5]2=1.[H-].[Na+].[C:18]1([S:24](Cl)(=[O:26])=[O:25])[CH:23]=[CH:22][CH:21]=[CH:20][CH:19]=1>C1COCC1>[Cl:1][C:2]1[CH:3]=[C:4]2[C:12](=[CH:13][CH:14]=1)[NH:11][C:10]1[CH:9]([S:24]([C:18]3[CH:23]=[CH:22][CH:21]=[CH:20][CH:19]=3)(=[O:26])=[O:25])[CH2:8][CH2:7][C:6](=[O:15])[C:5]2=1 |f:1.2|. Reported procedure: A solution of 6-chloro-4-oxo-1,2,3,4-tetrahydrocarbazole (109 mg, 0.5 mmol) in THF is treated with NaH (60 mg, 60% dispersion in mineral oil, 1.5 mmol), stirred for 30 min., treated with phenylsulfonyl chloride (132 mg, 0.5 mmol), shaken for 8 h and concentrated in vacuo. The resultant residue is dissolved in ethyl acetate, washed with water and reconcentrated in vacuo to afford the title product which is used as is in Example 134.